From a dataset of the Open Reaction Database (ORD), a public repository of structured organic reaction records. describe an organic reaction: reactants, conditions, products, and yield Reactants: S(=O)(Cl)Cl (thionyl chloride), ClC1=C(C(=O)O)C=CC(=C1C1=NOC(C1)C)S(=O)(=O)C (2-chloro-3-(5-methyl-4,5-dihydroisoxazol-3-yl)-4-methylsulfonylbenzoic acid), CN(C=O)C (dimethylformamide). Solvent: C1(=CC=CC=C1)C (toluene). The product is ClC1=C(C(=O)Cl)C=CC(=C1C1=NOC(C1)C)S(=O)(=O)C (2-Chloro-3-(5-methyl-4,5-dihydroisoxazol-3-yl)-4-methylsulfonylbenzoyl chloride). Reaction SMILES: S(Cl)([Cl:3])=O.[Cl:5][C:6]1[C:14]([C:15]2[CH2:19][CH:18]([CH3:20])[O:17][N:16]=2)=[C:13]([S:21]([CH3:24])(=[O:23])=[O:22])[CH:12]=[CH:11][C:7]=1[C:8](O)=[O:9].CN(C)C=O>C1(C)C=CC=CC=1>[Cl:5][C:6]1[C:14]([C:15]2[CH2:19][CH:18]([CH3:20])[O:17][N:16]=2)=[C:13]([S:21]([CH3:24])(=[O:23])=[O:22])[CH:12]=[CH:11][C:7]=1[C:8]([Cl:3])=[O:9]. Procedure: 5.7 g (51 mmol) of thionyl chloride were added dropwise at room temperature to a solution of 13.0 g (41 mmol) of 2-chloro-3-(5-methyl-4,5-dihydroisoxazol-3-yl)-4-methylsulfonylbenzoic acid, 1 ml of dimethylformamide and 250 ml of dry toluene. The mixture was subsequently refluxed until the reaction was complete. After cooling, the solvent was distilled off. This gave 14.2 g of 2-chloro-3-(5-methyl-4,5-dihydroisoxazol-3-yl)-4-methyl-benzoyl chloride in quantitative yield. Reactants: COCOC1=C(C=CC(=C1)OCOC)C1=CC(CC1)=O (3-[2,4-Bis(methoxymethoxy)phenyl]-2-cyclopenten-1-one), resin. Solvent: CO (MeOH). Yields the product OC1=C(C=CC(=C1)O)C1=CC(CC1)=O (3-(2,4-dihydroxyphenyl)-2-cyclopenten-1-one). Yield: 80.5%. RXN SMILES: COC[O:4][C:5]1[CH:10]=[C:9]([O:11]COC)[CH:8]=[CH:7][C:6]=1[C:15]1[CH2:19][CH2:18][C:17](=[O:20])[CH:16]=1>CO>[OH:4][C:5]1[CH:10]=[C:9]([OH:11])[CH:8]=[CH:7][C:6]=1[C:15]1[CH2:19][CH2:18][C:17](=[O:20])[CH:16]=1. Procedure details: 3-[2,4-Bis(methoxymethoxy)phenyl]-2-cyclopenten-1-one (20 mg) was heated at 50° C. in MeOH (4 ml) containing acidic ion exchange resin (100 mg) for 3 hr. The reaction mixture was filtered and the resin washed with ethyl acetate (20 ml). The filtrate was concentrated in vacuo and the residue purified by flash column chromatography (SiO2, ethyl acetate/petrol, 7:3 v/v) to furnish 3-(2,4-dihydroxyphenyl)-2-cyclopenten-1-one (11 mg, 79%). 3-(2,4-Dihydroxyphenyl)-2-cyclopenten-1-one (6 mg), hydroxyla... Reported procedure: N2-Phenoxyacetyl-5′-O-(4,4′-dimethoxytrityl)guanosine (720 mg, 1 mmol) was dissolved in 4 mL of 1,2-dichloroethane, and 452 mg of diisopropylethylamine (3.5 mmol) was added, and 365 mg of dibutylstannyl dichloride (1.2 mmol) was added subsequently. Then, the reaction was performed at room temperature for 1 hour. Then, the reaction was performed at 80° C., and 155.4 mg of chloromethyl 2-cyanoethylether (1.3 mmol) was added dropwise, and the solution was stirred for 60 minutes. After the reaction ... The solvent is ClCCCl (1,2-dichloroethane). As a reaction SMILES: [O:1]([CH2:8][C:9]([NH:11][C:12]1[NH:13][C:14](=[O:53])[C:15]2[N:16]=[CH:17][N:18]([C:51]=2[N:52]=1)[C@@H:19]1[O:50][C@H:24]([CH2:25][O:26][C:27]([C:44]2[CH:49]=[CH:48][CH:47]=[CH:46][CH:45]=2)([C:36]2[CH:41]=[CH:40][C:39]([O:42][CH3:43])=[CH:38][CH:37]=2)[C:28]2[CH:33]=[CH:32][C:31]([O:34][CH3:35])=[CH:30][CH:29]=2)[C@@H:22]([OH:23])[C@H:20]1[OH:21])=[O:10])[C:2]1[CH:7]=[CH:6][CH:5]=[CH:4][CH:3]=1.C(N(C(C)C)CC)(C)C.ClCC(C#N)[CH2:66][O:67][CH2:68][CH:69]([C:72]#[N:73])CCl.C(=O)(O)[O-].[Na+]>ClCCCl>[O:1]([CH2:8][C:9]([NH:11][C:12]1[NH:13][C:14](=[O:53])[C:15]2[N:16]=[CH:17][N:18]([C:51]=2[N:52]=1)[C@@H:19]1[O:50][C@H:24]([CH2:25][O:26][C:27]([C:44]2[CH:49]=[CH:48][CH:47]=[CH:46][CH:45]=2)([C:36]2[CH:41]=[CH:40][C:39]([O:42][CH3:43])=[CH:38][CH:37]=2)[C:28]2[CH:33]=[CH:32][C:31]([O:34][CH3:35])=[CH:30][CH:29]=2)[C@@H:22]([OH:23])[C@H:20]1[O:21][CH2:66][O:67][CH2:68][CH2:69][C:72]#[N:73])=[O:10])[C:2]1[CH:3]=[CH:4][CH:5]=[CH:6][CH:7]=1 |f:3.4|. Yield: 47.8%. Conditions: time 1 hour. Reactants: ClCC(COCC(CCl)C#N)C#N (chloromethyl 2-cyanoethylether), O(C1=CC=CC=C1)CC(=O)NC=1NC(C=2N=CN([C@H]3[C@H](O)[C@H](O)[C@@H](COC(C4=CC=C(C=C4)OC)(C4=CC=C(C=C4)OC)C4=CC=CC=C4)O3)C2N1)=O (N2-Phenoxyacetyl-5′-O-(4,4′-dimethoxytrityl)guanosine), C(C)(C)N(CC)C(C)C (diisopropylethylamine), dibutylstannyl dichloride, C([O-])(O)=O.[Na+] (sodium bicarbonate). The product is O(C1=CC=CC=C1)CC(=O)NC=1NC(C=2N=CN([C@H]3[C@H](OCOCCC#N)[C@H](O)[C@@H](COC(C4=CC=C(C=C4)OC)(C4=CC=C(C=C4)OC)C4=CC=CC=C4)O3)C2N1)=O (N2-phenoxyacetyl-5′-O-(4,4′-dimethoxytrityl)-2′-O-(2-cyanoethoxymethyl)guanosine). Starting materials: C(C1=CN=CC=C1)(=O)CC(=O)OCC (ethyl nicotinoylacetate), CNC(=O)NC (N,N'-dimethylurea), C([O-])(O)=O.[Na+] (sodium bicarbonate). Reagents/catalysts: Cl (hydrochloric acid). Run in C(C)O (ethanol). Run at time 4 hour. Product: N1=CC(=CC=C1)C1=CC(N(C(N1C)=O)C)=O (6-(3-pyridyl)-1,3-dimethyl-2,4(1H,3H)-pyrimidinedione). Yield: 35.2%. RXN SMILES: [C:1]([CH2:9][C:10]([O:12]CC)=O)(=O)[C:2]1[CH:7]=[CH:6][CH:5]=[N:4][CH:3]=1.[CH3:15][NH:16][C:17]([NH:19][CH3:20])=[O:18].C(=O)(O)[O-].[Na+]>Cl.C(O)C>[N:4]1[CH:5]=[CH:6][CH:7]=[C:2]([C:1]2[N:19]([CH3:20])[C:17](=[O:18])[N:16]([CH3:15])[C:10](=[O:12])[CH:9]=2)[CH:3]=1 |f:2.3|. Procedure: To a mixture of ethyl nicotinoylacetate (2.30 g) and N,N'-dimethylurea (1.05 g) were added conc. hydrochloric acid (a few drops) and ethanol (1 ml) and the mixture was stirred at 110°-115° C. for 4 hours under reduced pressure (30 mmHg). After being cooled to ambient temperature, the solution was adjusted to pH 7.0 with an aqueous solution of sodium bicarbonate and extracted with ethyl acetate. The extract was washed with brine, dried over magnesium sulfate and evaporated to give 6-(3-pyridyl)-1... Starting materials: C(C)(C)NC(C)C (diisopropylamine), C(CCC)[Li] (n-butyllithium), ClC=1C=CC2=C(CCC3CN(N=C23)C(=O)NC2=CC=C(C=C2)C(F)(F)F)C1 (7-chloro-3,3a,4,5-tetrahydro-N-[4-(trifluoromethyl)phenyl]2H-benz[g]indazole-2-carboxamide), ClC(=O)OC (methyl chloroformate). Solvent: C1CCOC1 (THF), CCCCCC (hexane), C1CCOC1 (THF), C1CCOC1 (THF). Run at temperature -78 celsius, time 15 minute. The product is ClC=1C=CC2=C(CCC3(CN(N=C23)C(=O)NC2=CC=C(C=C2)C(F)(F)F)C(=O)OC)C1 (Methyl 7-chloro-3,3a,4,5-tetrahydro-2-[[4(trifluoromethyl)phenylamino]carbonyl]-2H-benz[g]-indazole-3a-carboxylate). As a reaction SMILES: C(NC(C)C)(C)C.C([Li])CCC.[Cl:13][C:14]1[CH:15]=[CH:16][C:17]2[C:25]3[CH:21]([CH2:22][N:23]([C:26]([NH:28][C:29]4[CH:34]=[CH:33][C:32]([C:35]([F:38])([F:37])[F:36])=[CH:31][CH:30]=4)=[O:27])[N:24]=3)[CH2:20][CH2:19][C:18]=2[CH:39]=1.Cl[C:41]([O:43][CH3:44])=[O:42]>CCCCCC.C1COCC1>[Cl:13][C:14]1[CH:15]=[CH:16][C:17]2[C:25]3[C:21]([C:41]([O:43][CH3:44])=[O:42])([CH2:22][N:23]([C:26]([NH:28][C:29]4[CH:34]=[CH:33][C:32]([C:35]([F:37])([F:36])[F:38])=[CH:31][CH:30]=4)=[O:27])[N:24]=3)[CH2:20][CH2:19][C:18]=2[CH:39]=1. Reported procedure: A solution of 50 ml of THF and 6.7 ml of diisopropylamine was cooled under N2 to -78° C. and then 17.5 ml of 2.5 M n-butyllithium in hexane was added. After 5 min. a solution of 7.8 g of the title compound of Example 4 in 15 ml of THF was added dropwise and the dark red solution that formed was stirred at -78° C. for an additional 15 min. After this time a solution of 4.6 ml of methyl chloroformate in 10 ml of THF was added dropwise and the red color dissipated rapidly. The reaction was warmed t...